From a dataset of the Open Reaction Database (ORD), a public repository of structured organic reaction records. describe an organic reaction: reactants, conditions, products, and yield Reactants: C[S-].[Na+] (Sodium methanethiolate), O=S1(CC(C(N(C2=C1C=C(C(=C2)Br)OC)C2=CC=C(C=C2)Cl)=O)(CCCC)CCCC)=O (1,1-dioxo-3,3-dibutyl-4-oxo-5-(4-chlorophenyl)-7-bromo-8-methoxy-2,3,4,5-tetrahydro-1,5-benzothiazepine). Solvent: CN(C)C=O (DMF). Run at time 72 hour. Product: O=S1(CC(C(N(C2=C1C=C(C(=C2)SC)OC)C2=CC=C(C=C2)Cl)=O)(CCCC)CCCC)=O (1,1-Dioxo-3,3-dibutyl-4-oxo-5-(4-chlorophenyl)-7-methylthio-8-methoxy-2,3,4,5-tetrahydro-1,5-benzothiazepine). The yield is 96.4%. Reaction SMILES: [CH3:1][S-:2].[Na+].[O:4]=[S:5]1(=[O:35])[C:11]2[CH:12]=[C:13]([O:17][CH3:18])[C:14](Br)=[CH:15][C:10]=2[N:9]([C:19]2[CH:24]=[CH:23][C:22]([Cl:25])=[CH:21][CH:20]=2)[C:8](=[O:26])[C:7]([CH2:31][CH2:32][CH2:33][CH3:34])([CH2:27][CH2:28][CH2:29][CH3:30])[CH2:6]1>CN(C=O)C>[O:4]=[S:5]1(=[O:35])[C:11]2[CH:12]=[C:13]([O:17][CH3:18])[C:14]([S:2][CH3:1])=[CH:15][C:10]=2[N:9]([C:19]2[CH:24]=[CH:23][C:22]([Cl:25])=[CH:21][CH:20]=2)[C:8](=[O:26])[C:7]([CH2:31][CH2:32][CH2:33][CH3:34])([CH2:27][CH2:28][CH2:29][CH3:30])[CH2:6]1 |f:0.1|. Procedure: Sodium methanethiolate (0.43 g, 6.08 mmol) was added to a solution of 1,1-dioxo-3,3-dibutyl-4-oxo-5-(4-chlorophenyl)-7-bromo-8-methoxy-2,3,4,5-tetrahydro-1,5-benzothiazepine (Method 96; 0.66 g, 1.22 mmol) in anhydrous DMF (11 ml) under nitrogen. The reaction mixture was stirred at room temperature for 72 hours. The solvent was evaporated under reduced pressure and the residue was extracted with trichloromethane/water. The organic layer was separated, washed with brine, dried and evaporated under... Starting materials: ClC=1C=C(C=CC1Cl)C1(CN(CC1)C(C1=CC(=C(C(=C1)OC)OC)OC)=O)CCCS(=O)(=O)[O-] (2-[3-(3,4-dichloro-phenyl)-1-(3,4,5-trimethoxy-benzoyl)-pyrrolidin-3-yl]-ethyl-methanesulfonate), Cl.S1C(=CC=C1)C1(CCNCC1)C(=O)N (4-(thiophen-2-yl) -piperidine-4-carboxylic acid amide hydrochloride). Product: ClC=1C=C(C=CC1Cl)C1(CN(CC1)C(C1=CC(=C(C(=C1)OC)OC)OC)=O)CCN1CCC(CC1)(C(=O)N)C=1SC=CC1 (1-[2-[3-(3,4-dichloro-phenyl)-1-(3,4,5-trimethoxy-benzoyl)-pyrrolidin-3-yl]-ethyl]-4-(thiophen-2-yl)-piperidine-4-carboxylic acid amide). RXN SMILES: [Cl:1][C:2]1[CH:3]=[C:4]([C:9]2([CH2:28][CH2:29]CS([O-])(=O)=O)[CH2:13][CH2:12][N:11]([C:14](=[O:27])[C:15]3[CH:20]=[C:19]([O:21][CH3:22])[C:18]([O:23][CH3:24])=[C:17]([O:25][CH3:26])[CH:16]=3)[CH2:10]2)[CH:5]=[CH:6][C:7]=1[Cl:8].Cl.[S:36]1[CH:40]=[CH:39][CH:38]=[C:37]1[C:41]1([C:47]([NH2:49])=[O:48])[CH2:46][CH2:45][NH:44][CH2:43][CH2:42]1>>[Cl:1][C:2]1[CH:3]=[C:4]([C:9]2([CH2:28][CH2:29][N:44]3[CH2:45][CH2:46][C:41]([C:37]4[S:36][CH:40]=[CH:39][CH:38]=4)([C:47]([NH2:49])=[O:48])[CH2:42][CH2:43]3)[CH2:13][CH2:12][N:11]([C:14](=[O:27])[C:15]3[CH:20]=[C:19]([O:21][CH3:22])[C:18]([O:23][CH3:24])=[C:17]([O:25][CH3:26])[CH:16]=3)[CH2:10]2)[CH:5]=[CH:6][C:7]=1[Cl:8] |f:1.2|. Procedure: Prepare by the method of example 3.3 using 2-[3-(3,4-dichloro-phenyl)-1-(3,4,5-trimethoxy-benzoyl)-pyrrolidin-3-yl]-ethyl-methanesulfonate (5 mmol) and 4-(thiophen-2-yl) -piperidine-4-carboxylic acid amide hydrochloride (7.5 mmol, 1.5 eq.). Chromatograph on silica gel to give the title compound. The reactants are [OH-].[Na+] (sodium hydroxide), FC1=CC=C(C=C1)C(CCCN1CCNCC1)C1=CC=C(C=C1)F (1-[4,4-bis(p-fluorophenyl)butyl]piperazine), ClC(=O)OCC (ethyl chloroformate). The solvent is O (water), C(Cl)(Cl)Cl (CHCl3), C(Cl)(Cl)Cl (CHCl3). Product: Cl.C(=O)(OCC)N1CCN(CC1)CCCC(C1=CC=C(C=C1)F)C1=CC=C(C=C1)F (1-Carboethoxy-4-[4,4-bis(p-fluorophenyl)butyl]piperazine hydrochloride). RXN SMILES: [F:1][C:2]1[CH:7]=[CH:6][C:5]([CH:8]([C:18]2[CH:23]=[CH:22][C:21]([F:24])=[CH:20][CH:19]=2)[CH2:9][CH2:10][CH2:11][N:12]2[CH2:17][CH2:16][NH:15][CH2:14][CH2:13]2)=[CH:4][CH:3]=1.[Cl:25][C:26]([O:28][CH2:29][CH3:30])=[O:27].[OH-].[Na+]>C(Cl)(Cl)Cl.O>[ClH:25].[C:26]([N:15]1[CH2:14][CH2:13][N:12]([CH2:11][CH2:10][CH2:9][CH:8]([C:5]2[CH:6]=[CH:7][C:2]([F:1])=[CH:3][CH:4]=2)[C:18]2[CH:19]=[CH:20][C:21]([F:24])=[CH:22][CH:23]=2)[CH2:17][CH2:16]1)([O:28][CH2:29][CH3:30])=[O:27] |f:2.3,6.7|. Procedure: To a solution of 3.3 g (0.01 mole) of 1-[4,4-bis(p-fluorophenyl)butyl]piperazine in 10 ml of CHCl3 was added dropwise over a period of 15 minutes 1.2 g (0.011 mole) of ethyl chloroformate in 10 ml of CHCl3. The mixture was refluxed for 2 hours and was made basic with 0.8 g of sodium hydroxide in 25 ml of water.